This data is from the Open Reaction Database (ORD), a public repository of structured organic reaction records. The task is: describe an organic reaction: reactants, conditions, products, and yield Reactants: [Na] (sodium), C(C)OC(=O)C=1SC=CC1 (ethyl-2-thiophene carboxylate), ice water, [Na] (sodium), C(C)(C)OC=1N=C2CC(NC2=CC1)=O (5-isopropoxy-4-azaoxindole), Cl (HCl). Run in C(C)O (ethanol). Product: C(C)(C)OC=1N=C2C(C(NC2=CC1)=O)C(C1=CC=CS1)=O (5-isopropoxy-3-(2-thenoyl)-4-azaoxindole). Isolated yield 44.7%. As a reaction SMILES: [Na].[CH:2]([O:5][C:6]1[N:7]=[C:8]2[C:12](=[CH:13][CH:14]=1)[NH:11][C:10](=[O:15])[CH2:9]2)([CH3:4])[CH3:3].C([O:18][C:19]([C:21]1[S:22][CH:23]=[CH:24][CH:25]=1)=O)C.Cl>C(O)C>[CH:2]([O:5][C:6]1[N:7]=[C:8]2[C:12](=[CH:13][CH:14]=1)[NH:11][C:10](=[O:15])[CH:9]2[C:19](=[O:18])[C:21]1[S:22][CH:23]=[CH:24][CH:25]=1)([CH3:4])[CH3:3] |^1:0|. Procedure: Pellets of sodium metal (250 mg, 11 mmole) were added to dry ethanol (10 mL) in a dry round-bottomed flask. When dissolution of the sodium was complete, solid 5-isopropoxy-4-azaoxindole (419 mg, 2.22 mmol) was added followed by ethyl-2-thiophene carboxylate (0.59 mL, 688 mg). The mixture was heated at reflux overnight and then cooled to room temperature. After pouring into ice/water, the mixture was acidified using 1N HCl solution and extracted with ethyl acetate. The combined ethyl acetate extr...